describe an organic reaction: reactants, conditions, products, and yield From a dataset of the Open Reaction Database (ORD), a public repository of structured organic reaction records. Reactants: O=C([O-])[O-], CS(C)=O, ClCCN1CCCC1, Cl, [Cs+], [Cs+], Ic1ccc2[nH]ncc2c1, O. Yields the product Ic1ccc2c(cnn2CCN2CCCC2)c1. As a reaction SMILES: [C:20](=[O:21])([O-:22])[O-:23].[CH3:27][S:28]([CH3:29])=[O:30].[Cl:2][CH2:3][CH2:4][N:5]1[CH2:6][CH2:7][CH2:8][CH2:9]1.[ClH:1].[Cs+:24].[Cs+:25].[I:10][c:11]1[cH:12][c:13]2[cH:14][n:15][nH:16][c:17]2[cH:18][cH:19]1.[OH2:26]>>[CH2:3]([CH2:4][N:5]1[CH2:6][CH2:7][CH2:8][CH2:9]1)[n:16]1[n:15][cH:14][c:13]2[cH:12][c:11]([I:10])[cH:19][cH:18][c:17]21. Starting materials: [H-].[Na+] (sodium hydride), C(C=C)C(C(=O)OCC)C(=O)OCC (diethyl allylmalonate), C(=C)C(=O)C (methyl vinyl ketone). Solvent: C(C)O (ethanol). Conditions: time 22 hour. The product is C(=O)(OCC)C(CCC(C)=O)(CC=C)C(=O)OCC (5,5-dicarboethoxy-7-octen-2-on). Yield: 87.8%. Reaction SMILES: [H-].[Na+].[CH2:3]([CH:6]([C:12]([O:14][CH2:15][CH3:16])=[O:13])[C:7]([O:9][CH2:10][CH3:11])=[O:8])[CH:4]=[CH2:5].[CH:17]([C:19]([CH3:21])=[O:20])=[CH2:18]>C(O)C>[C:12]([C:6]([C:7]([O:9][CH2:10][CH3:11])=[O:8])([CH2:3][CH:4]=[CH2:5])[CH2:18][CH2:17][C:19](=[O:20])[CH3:21])([O:14][CH2:15][CH3:16])=[O:13] |f:0.1|. Procedure: To an ethanol solution (10.4 ml) containing sodium hydride (0.049 g, 1.13 mmol, 55% in oil) were added diethyl allylmalonate (3.0 g, 15 mmol) and methyl vinyl ketone (1.39 g, 19.9 mmol). The reaction liquid was stirred at room temperature for 22 hours. After treatment and purification as in Referential Example 1, there was obtained 3.56 g of 5,5-dicarboethoxy-7-octen-2-on (yields: 88%). Reactants: E2, OCC=1C=CC(=C(C#N)C1)OC=1C=NC=CC1 (5-(hydroxymethyl)-2-(pyridin-3-yloxy)benzonitrile), ClC1=NC(N2C(N(CCC2)C)=C1)=O (8-chloro-1-methyl-3,4-dihydro-1H-pyrimido[1,6-a]pyrimidin-6(2H)-one). Yields the product CN1C=2N(CCC1)C(N=C(C2)OCC=2C=CC(=C(C#N)C2)OC=2C=NC=CC2)=O (5-(((1-methyl-6-oxo-2,3,4,6-tetrahydro-1H-pyrimido[1,6-a]pyrimidin-8-yl)oxy)methyl)-2-(pyridin-3-yloxy)benzonitrile). As a reaction SMILES: [OH:1][CH2:2][C:3]1[CH:4]=[CH:5][C:6]([O:11][C:12]2[CH:13]=[N:14][CH:15]=[CH:16][CH:17]=2)=[C:7]([CH:10]=1)[C:8]#[N:9].Cl[C:19]1[CH:29]=[C:23]2[N:24]([CH3:28])[CH2:25][CH2:26][CH2:27][N:22]2[C:21](=[O:30])[N:20]=1>>[CH3:28][N:24]1[CH2:25][CH2:26][CH2:27][N:22]2[C:21](=[O:30])[N:20]=[C:19]([O:1][CH2:2][C:3]3[CH:4]=[CH:5][C:6]([O:11][C:12]4[CH:13]=[N:14][CH:15]=[CH:16][CH:17]=4)=[C:7]([CH:10]=3)[C:8]#[N:9])[CH:29]=[C:23]12. Procedure: The title compound or its salt was prepared by a procedure similar to that described for E2 starting from 5-(hydroxymethyl)-2-(pyridin-3-yloxy)benzonitrile and 8-chloro-1-methyl-3,4-dihydro-1H-pyrimido[1,6-a]pyrimidin-6(2H)-one. The product is CCCCc1oc2ccccc2c1C(=O)c1ccc(O)c(Br)c1. The reactants are O=C1CCC(=O)N1Br, CCCCc1oc2ccccc2c1C(=O)c1ccc(O)cc1, CN(C)C=O, O. As a reaction SMILES: [Br:23][N:24]1[C:25](=[O:26])[CH2:27][CH2:28][C:29]1=[O:30].[CH2:1]([CH2:2][CH2:3][CH3:4])[c:5]1[o:6][c:7]2[c:8]([c:9]1[C:10]([c:11]1[cH:12][cH:13][c:14]([OH:17])[cH:15][cH:16]1)=[O:18])[cH:19][cH:20][cH:21][cH:22]2.[CH3:31][N:32]([CH3:33])[CH:34]=[O:35].[OH2:36]>>[CH2:1]([CH2:2][CH2:3][CH3:4])[c:5]1[o:6][c:7]2[c:8]([c:9]1[C:10]([c:11]1[cH:12][c:13]([Br:23])[c:14]([OH:17])[cH:15][cH:16]1)=[O:18])[cH:19][cH:20][cH:21][cH:22]2. The reactants are O=C([O-])[O-], CN(C)C=O, O=C1Nc2cnc(Cl)nc2N(C2CCCC2)CC1(F)F, [Cs+], [Cs+], CCI, O. The product is CCN1C(=O)C(F)(F)CN(C2CCCC2)c2nc(Cl)ncc21. Reaction SMILES: [C:21](=[O:22])([O-:23])[O-:24].[CH3:31][N:32]([CH3:33])[CH:34]=[O:35].[Cl:1][c:2]1[n:3][cH:4][c:5]2[c:6]([n:20]1)[N:7]([CH:15]1[CH2:16][CH2:17][CH2:18][CH2:19]1)[CH2:8][C:9]([F:13])([F:14])[C:10](=[O:12])[NH:11]2.[Cs+:25].[Cs+:26].[I:27][CH2:28][CH3:29].[OH2:30]>>[Cl:1][c:2]1[n:3][cH:4][c:5]2[c:6]([n:20]1)[N:7]([CH:15]1[CH2:16][CH2:17][CH2:18][CH2:19]1)[CH2:8][C:9]([F:13])([F:14])[C:10](=[O:12])[N:11]2[CH2:28][CH3:29].